Task: describe an organic reaction: reactants, conditions, products, and yield. Dataset: the Open Reaction Database (ORD), a public repository of structured organic reaction records Reactants: C(CCCCCCCCCCCCCCC(C)C)(=O)O (isostearic acid), C1(=CC=C(C=C1)S(=O)(=O)O)C (p-toluenesulfonic acid). Reaction conditions: temperature 117 celsius, time 1.5 hour. Product: C(CCCCCCCCCCCCCCC(C)C)(=O)OC (Methyl Isostearate). As a reaction SMILES: [C:1]([OH:20])(=[O:19])[CH2:2][CH2:3][CH2:4][CH2:5][CH2:6][CH2:7][CH2:8][CH2:9][CH2:10][CH2:11][CH2:12][CH2:13][CH2:14][CH2:15][CH:16]([CH3:18])[CH3:17].[C:21]1(C)C=CC(S(O)(=O)=O)=CC=1>>[C:1]([O:20][CH3:21])(=[O:19])[CH2:2][CH2:3][CH2:4][CH2:5][CH2:6][CH2:7][CH2:8][CH2:9][CH2:10][CH2:11][CH2:12][CH2:13][CH2:14][CH2:15][CH:16]([CH3:17])[CH3:18]. Procedure: About 780 grams of isostearic acid (acid number=194.4), 1 gram of p-toluenesulfonic acid were charged to a flask equipped with a heating mantle, stirrer, sub-surface inlet tube with a nitrogen purge and a condenser. The contents of the flask were heated under nitrogen flow to 117° C. About 400 grams of methanol were then added via the sub-surface inlet tube over 3.5 hours (acid number=9.6), 200 grams of additional methanol were added and the reaction continued for another 1.5 hours to obtain a f...